Dataset: the Open Reaction Database (ORD), a public repository of structured organic reaction records. Task: describe an organic reaction: reactants, conditions, products, and yield The reactants are ClC1=NC(=NC(=C1)Cl)OC (4,6-dichloro-2-methoxypyrimidine), ClC1=NC(=NC(=C1)Cl)OC (4,6-dichloro-2-methoxypyrimidine), FC=1C=C(C=CC1OC)CCN (2-(3-fluoro-4-methoxy-phenyl)-ethylamine), FC=1C=C(C=CC1OC)CCN (2-(3-fluoro-4-methoxy-phenyl)-ethylamine), C([O-])(O)=O.[Na+] (sodium bicarbonate), O (water). The solvent is CCO (EtOH). The product is ClC1=CC(=NC(=N1)OC)NCCC1=CC(=C(C=C1)OC)F ((6-chloro-2-methoxy-pyrimidin-4-yl)-[2-(3-fluoro-4-methoxyphenyl)-ethyl]amine). Isolated yield 90.5%. Reaction SMILES: Cl[C:2]1[CH:7]=[C:6]([Cl:8])[N:5]=[C:4]([O:9][CH3:10])[N:3]=1.[F:11][C:12]1[CH:13]=[C:14]([CH2:20][CH2:21][NH2:22])[CH:15]=[CH:16][C:17]=1[O:18][CH3:19].C(=O)(O)[O-].[Na+].O>CCO>[Cl:8][C:6]1[N:5]=[C:4]([O:9][CH3:10])[N:3]=[C:2]([NH:22][CH2:21][CH2:20][C:14]2[CH:15]=[CH:16][C:17]([O:18][CH3:19])=[C:12]([F:11])[CH:13]=2)[CH:7]=1 |f:2.3|. Reported procedure: A solution of 4,6-dichloro-2-methoxypyrimidine [0.7 g, Intermediate (4)], 2-(3-fluoro-4-methoxy-phenyl)-ethylamine [0.66 g, Intermediate (3)] and sodium bicarbonate (0.88 g) in EtOH (25 mL) is heated at 80° C. for three hours and poured into water (400 mL). The resulting solid is filtered and air dried affording (6-chloro-2-methoxy-pyrimidin-4-yl)-[2-(3-fluoro-4-methoxyphenyl)-ethyl]amine [1.1 g, Intermediate (5)]. MS: 312 (M+H); 1H NMR (CDCl3): δ 6.9-7 (3H, m); 6.05 (1H, s); 3.95 (3H, s); 3.85 ... Reactants: FC(C(=O)O)(F)F.C(CCC)OC=1NC(=C2N=C(N=C2N1)OC)N (2-(Butyloxy)-8-(methyloxy)-1H-purin-6-amine trifluoroacetate), C(=O)([O-])[O-].[K+].[K+] (K2CO3), BrCCCBr (1,3-dibromopropane), Cl.O1C[C@@H](CC1)N ((3R)-Tetrahydro-3-furanamine hydrochloride), CC(C)(C)N=C(N(C)C)N(C)C (N″-(1,1-dimethylethyl)-N,N,N′,N′-tetramethylguanidine). Solvent: [Cl-].[Na+].O (brine), O (Water), CN(C)C=O (DMF), CN(C)C=O (DMF). Conditions: temperature 20 celsius, time 40 minute. Yields the product C(CCC)OC1=NC(=C2N=C(N(C2=N1)CCCN[C@H]1OCCC1)OC)N (2-(Butyloxy)-8-(methyloxy)-9-{3-[(2S)-tetrahydro-2-furanylamino]propyl}-9H-purin-6-amine). Isolated yield 6.7%. As a reaction SMILES: F[C:2](F)(F)[C:3]([OH:5])=O.[CH2:8]([O:12][C:13]1[NH:14][C:15]([NH2:24])=[C:16]2[C:20]([N:21]=1)=[N:19][C:18]([O:22][CH3:23])=[N:17]2)[CH2:9][CH2:10][CH3:11].C([O-])([O-])=O.[K+].[K+].Br[CH2:32][CH2:33]CBr.Cl.O1[CH2:41][CH2:40][C@@H:39]([NH2:42])C1.CC(N=C(N(C)C)N(C)C)(C)C>CN(C=O)C.[Cl-].[Na+].O.O>[CH2:8]([O:12][C:13]1[N:21]=[C:20]2[C:16]([N:17]=[C:18]([O:22][CH3:23])[N:19]2[CH2:41][CH2:40][CH2:39][NH:42][C@@H:3]2[CH2:2][CH2:33][CH2:32][O:5]2)=[C:15]([NH2:24])[N:14]=1)[CH2:9][CH2:10][CH3:11] |f:0.1,2.3.4,6.7,10.11.12|. Procedure: 2-(Butyloxy)-8-(methyloxy)-1H-purin-6-amine trifluoroacetate (100 mg, 0.285 mmol) and K2CO3 (98 mg, 0.712 mmol) was stirred in DMF (2 ml) at 50° C. for 1 hour. The reaction was cooled and 1,3-dibromopropane (0.029 ml, 0.285 mmol) was added. The mixture was stirred at 20° C. for 40 mins. (3R)-Tetrahydro-3-furanamine hydrochloride (35.2 mg, 0.285 mmol) and N″-(1,1-dimethylethyl)-N,N,N′,N′-tetramethylguanidine (146 mg, 0.854 mmol) were stirred in DMF 1 ml at 20° C. for 40 mins. The resultant mixtur... Starting materials: CCOC(C)=O, CC(O)C1(c2ccc(F)cc2F)CO1, CCOC(=O)N=NC(=O)OCC, C1CCOC1, O, c1ccc(P(c2ccccc2)c2ccccc2)cc1, c1nnn[nH]1. Product: CC(n1ncnn1)C1(c2ccc(F)cc2F)CO1. RXN SMILES: [CH3:57][CH2:58][O:59][C:60](=[O:61])[CH3:62].[F:1][c:2]1[c:3]([C:9]2([CH:12]([CH3:13])[OH:14])[O:10][CH2:11]2)[cH:4][cH:5][c:6]([F:8])[cH:7]1.[O:39]=[C:40]([O:41][CH2:42][CH3:43])[N:44]=[N:45][C:46]([O:47][CH2:48][CH3:49])=[O:50].[O:51]1[CH2:52][CH2:53][CH2:54][CH2:55]1.[OH2:56].[c:15]1([P:16]([c:17]2[cH:18][cH:19][cH:20][cH:21][cH:22]2)[c:23]2[cH:24][cH:25][cH:26][cH:27][cH:28]2)[cH:29][cH:30][cH:31][cH:32][cH:33]1.[nH:34]1[n:35][n:36][n:37][cH:38]1>>[F:1][c:2]1[c:3]([C:9]2([CH:12]([CH3:13])[n:35]3[n:34][cH:38][n:37][n:36]3)[O:10][CH2:11]2)[cH:4][cH:5][c:6]([F:8])[cH:7]1. The reactants are CCOC(=O)C1(CI)CCN(C(=O)c2ccc(OC)cc2)C1, Oc1ccc(-c2ccc(Cl)cc2)nc1. Yields the product CCOC(=O)C1(COc2ccc(-c3ccc(Cl)cc3)nc2)CCN(C(=O)c2ccc(OC)cc2)C1. RXN SMILES: [CH2:15]([CH3:16])[O:17][C:18](=[O:19])[C:20]1([CH2:35][I:36])[CH2:21][N:22]([C:25]([c:26]2[cH:27][cH:28][c:29]([O:32][CH3:33])[cH:30][cH:31]2)=[O:34])[CH2:23][CH2:24]1.[Cl:1][c:2]1[cH:3][cH:4][c:5](-[c:8]2[cH:9][cH:10][c:11]([OH:14])[cH:12][n:13]2)[cH:6][cH:7]1>>[Cl:1][c:2]1[cH:3][cH:4][c:5](-[c:8]2[cH:9][cH:10][c:11]([O:14][CH2:35][C:20]3([C:18]([O:17][CH2:15][CH3:16])=[O:19])[CH2:21][N:22]([C:25]([c:26]4[cH:27][cH:28][c:29]([O:32][CH3:33])[cH:30][cH:31]4)=[O:34])[CH2:23][CH2:24]3)[cH:12][n:13]2)[cH:6][cH:7]1. Starting materials: [H-].[Na+] (sodium hydride), OC1=C(C2=C(C(C=C(O2)C(=O)OCC)=O)C=C1)CCC (Ethyl 7-hydroxy-4-oxo-8-n-propyl-4H-1-benzopyran-2-carboxylate), CN(C=O)C (dimethylformamide), CN(C)NC(=S)Cl (Dimethylaminothiocarbamylchloride). Run in C(Cl)Cl (methylene chloride). Run at time 30 minute. The product is CN(C)C(OC1=C(C2=C(C(C=C(O2)C(=O)OCC)=O)C=C1)CCC)=S (Ethyl 7-((dimethylamino)thioxomethoxy)-4-oxo-8-propyl-4H-1-benzopyran-2-carboxylate). As a reaction SMILES: [OH:1][C:2]1[CH:17]=[CH:16][C:5]2[C:6](=[O:15])[CH:7]=[C:8]([C:10]([O:12][CH2:13][CH3:14])=[O:11])[O:9][C:4]=2[C:3]=1[CH2:18][CH2:19][CH3:20].[H-].[Na+].CN(NC(Cl)=[S:28])C.[CH3:30][N:31]([CH3:34])[CH:32]=O>C(Cl)Cl>[CH3:34][N:31]([C:32](=[S:28])[O:1][C:2]1[CH:17]=[CH:16][C:5]2[C:6](=[O:15])[CH:7]=[C:8]([C:10]([O:12][CH2:13][CH3:14])=[O:11])[O:9][C:4]=2[C:3]=1[CH2:18][CH2:19][CH3:20])[CH3:30] |f:1.2|. Procedure details: Ethyl 7-hydroxy-4-oxo-8-n-propyl-4H-1-benzopyran-2-carboxylate (1 g) in anhydrous dimethylformamide (4 ml) is cooled to 0° and treated under nitrogen with sodium hydride (50% dispersion in mineral oil, 180 mg) with stirring for 30 minutes. Dimethylaminothiocarbamylchloride (465 mg) is added and the mixture is stirred 15 minutes at 0°, warmed to 80° and maintained as such for 18 hours. The mixture is cooled, diluted with methylene chloride (50 ml) and washed with water (3×100 ml)), dried over sod... The reactants are NC1=C(C(=NN1C1=C(C=C(C=C1Cl)C(F)(F)F)Cl)C(N)=NO)S(=O)(=O)C(F)(F)F (5-Amino-1-(2,6-dichloro-4-trifluoromethylphenyl)-4-trifluoromethylsulfonyl-3-pyrazolecarboxamide oxime), O.C1(=CC=C(C=C1)S(=O)(=O)O)C (p-toluenesulfonic acid monohydrate). Run in C(OC)(OC)OC (trimethyl orthoformate). Yields the product NC1=C(C(=NN1C1=C(C=C(C=C1Cl)C(F)(F)F)Cl)C1=NOC=N1)S(=O)(=O)C(F)(F)F (5-Amino-1-(2,6-dichloro-4-trifluoromethylphenyl)-3-(1,2,4-oxadiazol-3-yl)-4-trifluoromethylsulfonylpyrazole). Isolated yield 658.2%. As a reaction SMILES: [NH2:1][C:2]1[N:6]([C:7]2[C:12]([Cl:13])=[CH:11][C:10]([C:14]([F:17])([F:16])[F:15])=[CH:9][C:8]=2[Cl:18])[N:5]=[C:4]([C:19](=[N:21][OH:22])[NH2:20])[C:3]=1[S:23]([C:26]([F:29])([F:28])[F:27])(=[O:25])=[O:24].O.[C:31]1(C)C=CC(S(O)(=O)=O)=CC=1>C(OC)(OC)OC>[NH2:1][C:2]1[N:6]([C:7]2[C:8]([Cl:18])=[CH:9][C:10]([C:14]([F:17])([F:16])[F:15])=[CH:11][C:12]=2[Cl:13])[N:5]=[C:4]([C:19]2[N:20]=[CH:31][O:22][N:21]=2)[C:3]=1[S:23]([C:26]([F:28])([F:29])[F:27])(=[O:24])=[O:25] |f:1.2|. Reported procedure: 5-Amino-1-(2,6-dichloro-4-trifluoromethylphenyl)-4-trifluoromethylsulfonyl-3-pyrazolecarboxamide oxime (0.51 g, 1.87 mmol) was dissolved in 12 ml of trimethyl orthoformate and p-toluenesulfonic acid monohydrate (0.05 g) was added, and then the mixture was heated under reflux for 1 hour. Trimethyl orthoformate was distilled off and 80 ml of ethyl acetate was added to the residue. The ethyl acetate layer was washed twice with 50 ml of an aqueous saturated sodium hydrogencarbonate solution, and the... Yields the product COCCOc1cc(-c2ccccn2)nc(-c2ccccn2)c1. The reactants are COCCO, CS(=O)(=O)c1cc(-c2ccccn2)nc(-c2ccccn2)c1, [Cl-], [H-], [Na+], [Na+], CN(C)C=O. Reaction SMILES: [CH3:25][O:26][CH2:27][CH2:28][OH:29].[CH3:3][S:4](=[O:5])(=[O:6])[c:7]1[cH:8][c:9](-[c:19]2[n:20][cH:21][cH:22][cH:23][cH:24]2)[n:10][c:11](-[c:13]2[n:14][cH:15][cH:16][cH:17][cH:18]2)[cH:12]1.[Cl-:31].[H-:1].[Na+:2].[Na+:30].[O:32]=[CH:33][N:34]([CH3:35])[CH3:36]>>[c:7]1([O:29][CH2:28][CH2:27][O:26][CH3:25])[cH:8][c:9](-[c:19]2[n:20][cH:21][cH:22][cH:23][cH:24]2)[n:10][c:11](-[c:13]2[n:14][cH:15][cH:16][cH:17][cH:18]2)[cH:12]1.